describe an organic reaction: reactants, conditions, products, and yield From a dataset of the Open Reaction Database (ORD), a public repository of structured organic reaction records. Starting materials: CN(C)C=O, COC=C1C(=O)NC(=O)c2ccc(I)cc21, Cn1ccc(CN)cc1=O, O. Yields the product Cn1ccc(CNC=C2C(=O)NC(=O)c3ccc(I)cc32)cc1=O. RXN SMILES: [CH3:27][N:28]([CH3:29])[CH:30]=[O:31].[I:1][c:2]1[cH:3][c:4]2[c:9]([cH:10][cH:11]1)[C:8](=[O:12])[NH:7][C:6](=[O:13])[C:5]2=[CH:14][O:15][CH3:16].[NH2:17][CH2:18][c:19]1[cH:20][c:21](=[O:26])[n:22]([CH3:25])[cH:23][cH:24]1.[OH2:32]>>[I:1][c:2]1[cH:3][c:4]2[c:9]([cH:10][cH:11]1)[C:8](=[O:12])[NH:7][C:6](=[O:13])[C:5]2=[CH:14][NH:17][CH2:18][c:19]1[cH:20][c:21](=[O:26])[n:22]([CH3:25])[cH:23][cH:24]1. Starting materials: BrC=1C=C(C=O)C=C(C1)F (3-bromo-5-fluorobenzaldehyde), C[Mg]Cl (methylmagnesiumchloride), [NH4+].[Cl-] (NH4Cl). Run in C1CCOC1 (THF). Run at time 3 hour. Product: BrC=1C=C(C=C(C1)F)C(C)O (1-(3-bromo-5-fluoro-phenyl)-ethanol). Isolated yield 45.0%. RXN SMILES: [Br:1][C:2]1[CH:3]=[C:4]([CH:7]=[C:8]([F:10])[CH:9]=1)[CH:5]=[O:6].[CH3:11][Mg]Cl.[NH4+].[Cl-]>C1COCC1>[Br:1][C:2]1[CH:3]=[C:4]([CH:5]([OH:6])[CH3:11])[CH:7]=[C:8]([F:10])[CH:9]=1 |f:2.3|. Procedure: To a solution of 3-bromo-5-fluorobenzaldehyde (6.0 g, 29.6 mmol, prepared according to patent WO 0066556) in THF (100 ml) was added dropwise at 0° C. methylmagnesiumchloride (3N in THF, 12 ml). The reaction mixture was stirred for 3 hours at room temperature and then sat. NH4Cl solution was added. The aqueous phase was extracted twice with ethyl acetate. The combined organic layers were washed with water, dried over MgSO4, filtered and the solvent was removed in vacuo. The crude product was puri... The reactants are N1CCCC1 (pyrrolidine), ClC1=NC(=CC(=N1)Cl)Cl (2,4,6-trichloropyrimidine). The solvent is O1CCCC1 (tetrahydrofuran). Reaction conditions: time 30 minute. The product is ClC1=NC(=NC(=C1)Cl)N1CCCC1 (4,6-dichloro-2-pyrrolidinopyrimidine). Yield: 25.3%. Reaction SMILES: [NH:1]1[CH2:5][CH2:4][CH2:3][CH2:2]1.Cl[C:7]1[N:12]=[C:11]([Cl:13])[CH:10]=[C:9]([Cl:14])[N:8]=1>O1CCCC1>[Cl:14][C:9]1[CH:10]=[C:11]([Cl:13])[N:12]=[C:7]([N:1]2[CH2:5][CH2:4][CH2:3][CH2:2]2)[N:8]=1. Reported procedure: After dropping 23.7 ml (286.6 mmoles) of pyrrolidine to a mixture containing 25.0 g (136.3 mmoles) of 2,4,6-trichloropyrimidine in 200 ml of tetrahydrofuran at -20° C. within about 30 minutes, the cooling is stopped and after stirring for an additional 30 minutes the reaction mixture is evaporated. After distributing the residue between 500 ml of chloroform and 50 ml of 10% sodium hydroxide solution, the organic phase is separated, washed 4 times with 150 ml of water each, then dried and evapora... Reactants: BrC1=C(N(C(=N1)OCCC)COCC[Si](C)(C)C)C=O (5-Bromo-2-propoxy-3-(2-trimethylsilanylethoxymethyl)-3H-imidazole-4-carbaldehyde), C(=O)(C(F)(F)F)O (TFA). Run at temperature 0 celsius, time 15 minute. The product is BrC1=C(NC(=N1)OCCC)C=O (5-Bromo-2-propoxy-3H-imidazole-4-carbaldehyde). Yield: 102.3%. As a reaction SMILES: [Br:1][C:2]1[N:6]=[C:5]([O:7][CH2:8][CH2:9][CH3:10])[N:4](COCC[Si](C)(C)C)[C:3]=1[CH:19]=[O:20].C(O)(C(F)(F)F)=O>>[Br:1][C:2]1[N:6]=[C:5]([O:7][CH2:8][CH2:9][CH3:10])[NH:4][C:3]=1[CH:19]=[O:20]. Procedure details: 5-Bromo-2-propoxy-3-(2-trimethylsilanylethoxymethyl)-3H-imidazole-4-carbaldehyde (43.6 g, 120 mmol) was cooled at 0° C. in ice. TFA (200 mL, 2 mol) was added and the mixture was stirred at 0° C. for 15 minutes, then warmed to room temperature. After 20 minutes, the mixture was concentrated under reduced pressure and redissolved in EtOAc (300 mL). The organic was washed with saturated bicarbonate (200 mL), saturated aqueous NaCl, dried over MgSO4 and concentrated under reduced pressure to produce... Reactants: C1[C@H]([C@@H]1N)C2=CC=CC=C2 (trans-amine), N(=C=O)C(C(=O)OCC)CC1=CC=CC=C1 (ethyl 2-isocyanato-3-phenylpropionate). Solvent: ClCCl (dichloromethane). Run at time 8 hour. The product is C(C1=CC=CC=C1)C1C(N(C(N1)=O)CC1(CCCCC1)C1=CC=CC=C1)=O (5-Benzyl-3-(1-phenyl-cyclohexylmethyl)-imidazolidine-2,4-dione). The yield is 38.5%. As a reaction SMILES: [CH2:1]1[C@@H:3]([NH2:4])[C@@H:2]1[C:5]1[CH:10]=[CH:9][CH:8]=[CH:7][CH:6]=1.[N:11]([CH:14]([CH2:20][C:21]1[CH:26]=[CH:25][CH:24]=[CH:23][CH:22]=1)[C:15]([O:17]CC)=O)=[C:12]=[O:13]>ClCCl>[CH2:20]([CH:14]1[NH:11][C:12](=[O:13])[N:4]([CH2:3][C:2]2([C:5]3[CH:6]=[CH:7][CH:8]=[CH:9][CH:10]=3)[CH2:1][CH2:5][CH2:2][CH2:1][CH2:3]2)[C:15]1=[O:17])[C:21]1[CH:22]=[CH:23][CH:24]=[CH:25][CH:26]=1. Procedure details: A solution of compound 1 (0.255 g; 1.35 mmol) in anhydrous dichloromethane (8 mL) was treated with ethyl 2-isocyanato-3-phenylpropionate (0.325 g; 0.38 mmol) and stirred at room temperature overnight. The solvent was removed by evaporation, the residue was dissolved in ethanol (1 mL), 6N hydrochloric acid (0.5 mL) and water (0.5 mL) and the reaction mixture was heated to 50° C. After 3 h at 50° C., additional 6N hydrochloric acid (1 mL) was added and the reaction mixture was heated at 65° C. ove...